The task is: describe an organic reaction: reactants, conditions, products, and yield. This data is from the Open Reaction Database (ORD), a public repository of structured organic reaction records. Starting materials: CO, CC(C)(C#N)c1cccc([N+](=O)[O-])c1. The product is CC(C)(C#N)c1cccc(N)c1. As a reaction SMILES: [CH3:15][OH:16].[CH3:1][C:2]([C:3]#[N:4])([CH3:5])[c:6]1[cH:7][c:8]([N+:12]([O-:13])=[O:14])[cH:9][cH:10][cH:11]1>>[CH3:1][C:2]([C:3]#[N:4])([CH3:5])[c:6]1[cH:7][c:8]([NH2:12])[cH:9][cH:10][cH:11]1. Reactants: C([O-])([O-])=O.[K+].[K+] (potassium carbonate), BrCC(=O)C1OCCC1 ((RS)-2-bromoacetyltetrahydrofuran), OC(C(=O)OCC1=CC=C(C=C1)OC)N1C([C@H]([C@H]1S)NC(CC1=CC=CC=C1)=O)=O (4-methoxybenzyl (2RS)-2-hydroxy-2-[(3R,4R)-4-mercapto-3-phenylacetamidoazetidin-2-on-1-yl]acetate). The solvent is CC(=O)C (acetone), CC(=O)C (acetone), C(C)(=O)OCC (ethyl acetate). Run at time 10 minute. Yields the product OC(C(=O)OCC1=CC=C(C=C1)OC)N1C([C@H]([C@H]1SCC(=O)C1OCCC1)NC(CC1=CC=CC=C1)=O)=O (4-Methoxybenzyl (2RS)-2-hydroxy-2-[(3R, 4R)-3-phenylacetamido-4- [(RS) -tetrahydrofuran-2-yl-carbonylmethylthio]-azetidin-2-on-1-yl]acetate). Reaction SMILES: [OH:1][CH:2]([N:15]1[C@H:18]([SH:19])[C@H:17]([NH:20][C:21](=[O:29])[CH2:22][C:23]2[CH:28]=[CH:27][CH:26]=[CH:25][CH:24]=2)[C:16]1=[O:30])[C:3]([O:5][CH2:6][C:7]1[CH:12]=[CH:11][C:10]([O:13][CH3:14])=[CH:9][CH:8]=1)=[O:4].Br[CH2:32][C:33]([CH:35]1[CH2:39][CH2:38][CH2:37][O:36]1)=[O:34].C(=O)([O-])[O-].[K+].[K+]>CC(C)=O.C(OCC)(=O)C>[OH:1][CH:2]([N:15]1[C@H:18]([S:19][CH2:32][C:33]([CH:35]2[CH2:39][CH2:38][CH2:37][O:36]2)=[O:34])[C@H:17]([NH:20][C:21](=[O:29])[CH2:22][C:23]2[CH:24]=[CH:25][CH:26]=[CH:27][CH:28]=2)[C:16]1=[O:30])[C:3]([O:5][CH2:6][C:7]1[CH:12]=[CH:11][C:10]([O:13][CH3:14])=[CH:9][CH:8]=1)=[O:4] |f:2.3.4|. Procedure details: The crude thiol was dissolved in acetone (35ml) and treated with a solution of (RS)-2-bromoacetyltetrahydrofuran (3.48g, 18.0mmol) in acetone (5ml). After 10 min, potassium carbonate (1.24g, 8.9mmol) was added, and the mixture stirred for a further 30 min. The reaction mixture was diluted with ethyl acetate, washed successively with water (x2) and brine, dried and concentrated. The residue was flash chromatographed on silica gel eluting with 50, 70 and 80% ethyl acetate in hexane yielding the ti... Reactants: CN1CCOCC1, CO, CC(C)C1COC(=O)N1c1ccc(C(=O)O)cc1, ClC(Cl)Cl, O=C(c1ccc(Cl)cc1)C1CCNCC1, Cl. Yields the product CC(C)C1COC(=O)N1c1ccc(C(=O)N2CCC(C(=O)c3ccc(Cl)cc3)CC2)cc1. As a reaction SMILES: [CH3:39][N:40]1[CH2:41][CH2:42][O:43][CH2:44][CH2:45]1.[CH3:46][OH:47].[CH:1]([CH3:2])([CH3:3])[CH:4]1[N:5]([c:10]2[cH:11][cH:12][c:13]([C:14](=[O:15])[OH:16])[cH:17][cH:18]2)[C:6](=[O:9])[O:7][CH2:8]1.[CH:35]([Cl:36])([Cl:37])[Cl:38].[Cl:20][c:21]1[cH:22][cH:23][c:24]([C:27](=[O:28])[CH:29]2[CH2:30][CH2:31][NH:32][CH2:33][CH2:34]2)[cH:25][cH:26]1.[ClH:19]>>[CH:1]([CH3:2])([CH3:3])[CH:4]1[N:5]([c:10]2[cH:11][cH:12][c:13]([C:14](=[O:16])[N:32]3[CH2:31][CH2:30][CH:29]([C:27]([c:24]4[cH:23][cH:22][c:21]([Cl:20])[cH:26][cH:25]4)=[O:28])[CH2:34][CH2:33]3)[cH:17][cH:18]2)[C:6](=[O:9])[O:7][CH2:8]1. Product: CC1CC(NC(=O)OC(C)(C)C)C(=O)N1. As a reaction SMILES: [C:2]([CH3:3])([CH3:4])([CH3:5])[O:6][C:7]([NH:8][CH:9]1[C:10](=[O:22])[N:11]([CH2:15][c:16]2[cH:17][cH:18][cH:19][cH:20][cH:21]2)[CH:12]([CH3:14])[CH2:13]1)=[O:23].[CH2:25]1[O:26][CH2:27][CH2:28][CH2:29]1.[Li:1].[NH3:24]>>[C:2]([CH3:3])([CH3:4])([CH3:5])[O:6][C:7]([NH:8][CH:9]1[C:10](=[O:22])[NH:11][CH:12]([CH3:14])[CH2:13]1)=[O:23]. The reactants are CC1CC(NC(=O)OC(C)(C)C)C(=O)N1Cc1ccccc1, C1CCOC1, [Li], N. Starting materials: C1(=CC=CC2=CC=CC=C12)CSCC1=CC=CC2=CC=CC=C12 (bis(1-naphthylmethyl) sulfide), F[Sb-](F)(F)(F)(F)F.C(C)[O+](CC)CC (triethyloxonium hexafluoroantimonate). Solvent: C(Cl)Cl (methylene chloride). The product is F[Sb-](F)(F)(F)(F)F.C1(=CC=CC2=CC=CC=C12)C[S+](CC)CC1=CC=CC2=CC=CC=C12 (bis(1-naphthylmethyl)ethylsulfonium hexafluoroantimonate). Isolated yield 98.5%. RXN SMILES: [C:1]1([CH2:11][S:12][CH2:13][C:14]2[C:23]3[C:18](=[CH:19][CH:20]=[CH:21][CH:22]=3)[CH:17]=[CH:16][CH:15]=2)[C:10]2[C:5](=[CH:6][CH:7]=[CH:8][CH:9]=2)[CH:4]=[CH:3][CH:2]=1.[F:24][Sb-:25]([F:30])([F:29])([F:28])([F:27])[F:26].[CH2:31]([O+](CC)CC)[CH3:32]>C(Cl)Cl>[F:24][Sb-:25]([F:30])([F:29])([F:28])([F:27])[F:26].[C:1]1([CH2:11][S+:12]([CH2:13][C:14]2[C:23]3[C:18](=[CH:19][CH:20]=[CH:21][CH:22]=3)[CH:17]=[CH:16][CH:15]=2)[CH2:31][CH3:32])[C:10]2[C:5](=[CH:6][CH:7]=[CH:8][CH:9]=2)[CH:4]=[CH:3][CH:2]=1 |f:1.2,4.5|. Procedure: 5.0 g (15.9 mmol) of bis(1-naphthylmethyl) sulfide and 5.93 g (17.5 mmol) of triethyloxonium hexafluoroantimonate in 30 ml of methylene chloride are reacted according to Example 1a) to give 9.07 g (98% of theory) of bis(1-naphthylmethyl)ethylsulfonium hexafluoroantimonate in the form of white crystals of melting point 101°-105° C.